From a dataset of the Open Reaction Database (ORD), a public repository of structured organic reaction records. describe an organic reaction: reactants, conditions, products, and yield Starting materials: CCOCC (ether), NC=1SC=2CCNCCC2N1 (2-amino-4,5,7,8-tetrahydro-6H-thiazolo[5,4-d]azepine), C([O-])([O-])=O.[K+].[K+] (potassium carbonate), C(#N)C=1C=C(C=CCBr)C=CC1 (3-cyano-cinnamyl bromide). The solvent is CN(C=O)C (dimethylformamide). Yields the product NC=1SC=2CCN(CCC2N1)CC=CC1=CC(=CC=C1)C#N (2-Amino-6-(3-(3-cyano-phenyl)allyl)-4,5,7,8-tetrahydro- 6H-thiazolo[5,4-d]azepine). Isolated yield 48.0%. RXN SMILES: [NH2:1][C:2]1[S:3][C:4]2[CH2:5][CH2:6][NH:7][CH2:8][CH2:9][C:10]=2[N:11]=1.C(=O)([O-])[O-].[K+].[K+].[C:18]([C:20]1[CH:21]=[C:22]([CH:27]=[CH:28][CH:29]=1)[CH:23]=[CH:24][CH2:25]Br)#[N:19].CCOCC>CN(C)C=O>[NH2:1][C:2]1[S:3][C:4]2[CH2:5][CH2:6][N:7]([CH2:25][CH:24]=[CH:23][C:22]3[CH:27]=[CH:28][CH:29]=[C:20]([C:18]#[N:19])[CH:21]=3)[CH2:8][CH2:9][C:10]=2[N:11]=1 |f:1.2.3|. Reported procedure: Prepared analogously to Example 1 from 2-amino-4,5,7,8-tetrahydro-6H-thiazolo[5,4-d]azepine, potassium carbonate and 3-cyano-cinnamyl bromide (melting point: 52°-55° C.) in anhydrous dimethylformamide for 2 hours at 20° C. Yield: 48% of theory, Melting point: 136°-140° C. (ether).